Dataset: the Open Reaction Database (ORD), a public repository of structured organic reaction records. Task: describe an organic reaction: reactants, conditions, products, and yield Starting materials: ClCCl, CC(C)(C)OC(=O)N1CCCN(Cc2cc3cc(F)ccc3[nH]2)CC1, O=C(O)C(F)(F)F. Product: Fc1ccc2[nH]c(CN3CCCNCC3)cc2c1. RXN SMILES: [Cl:33][CH2:34][Cl:35].[F:1][c:2]1[cH:3][c:4]2[cH:5][c:6]([CH2:11][N:12]3[CH2:13][CH2:14][N:15]([C:19]([O:20][C:21]([CH3:22])([CH3:23])[CH3:24])=[O:25])[CH2:16][CH2:17][CH2:18]3)[nH:7][c:8]2[cH:9][cH:10]1.[F:26][C:27]([F:28])([F:29])[C:30]([OH:31])=[O:32]>>[F:1][c:2]1[cH:3][c:4]2[cH:5][c:6]([CH2:11][N:12]3[CH2:13][CH2:14][NH:15][CH2:16][CH2:17][CH2:18]3)[nH:7][c:8]2[cH:9][cH:10]1. Starting materials: CCCC1COS(=O)N1CCC, CCOC(C)=O, [O-][I+3]([O-])([O-])[O-], [Na+], O=P([O-])([O-])[O-], O, O=[Ru]=O. Yields the product CCCC1COS(=O)(=O)N1CCC. As a reaction SMILES: [CH2:6]([CH2:7][CH3:8])[N:9]1[S:10](=[O:17])[O:11][CH2:12][CH:13]1[CH2:14][CH2:15][CH3:16].[CH3:24][CH2:25][O:26][C:27](=[O:28])[CH3:29].[I+3:18]([O-:19])([O-:20])([O-:21])[O-:22].[Na+:23].[O-:1][P:2](=[O:3])([O-:4])[O-:5].[OH2:30].[Ru:31](=[O:32])=[O:33]>>[CH2:6]([CH2:7][CH3:8])[N:9]1[S:10](=[O:17])(=[O:19])[O:11][CH2:12][CH:13]1[CH2:14][CH2:15][CH3:16]. Reactants: ClC1=C(C=C(O)C=C1)O (4-chlororesorcinol), CC(=CC(=O)O)C (3,3-dimethylacrylic acid), ClC1=C(C=C(O)C=C1)O (4-chlororesorcinol). Run in CS(=O)(=O)O.O=P12OP3(=O)OP(=O)(O1)OP(=O)(O2)O3 (Eaton's reagent). Run at time 16 hour. Yields the product ClC=1C=C2CCC(OC2=CC1O)(C)C (6-chloro-2,2-dimethylchroman-7-ol). As a reaction SMILES: [Cl:1][C:2]1[CH:8]=[CH:7][C:5]([OH:6])=[CH:4][C:3]=1[OH:9].[CH3:10][C:11]([CH3:16])=[CH:12][C:13](O)=O>CS(O)(=O)=O.O=P12OP3(OP(OP(O3)(O1)=O)(=O)O2)=O>[Cl:1][C:2]1[CH:8]=[C:7]2[C:5](=[CH:4][C:3]=1[OH:9])[O:6][C:11]([CH3:16])([CH3:10])[CH2:12][CH2:13]2 |f:2.3|. Reported procedure: The desired 6-chloro-2,2-dimethylchroman-7-ol was synthesized from 4-chlororesorcinol as follows. A mixture of 3,3-dimethylacrylic acid (7.0 g) and 4-chlororesorcinol (10 g) in Eaton's reagent (50 mL) was stirred at ambient temperature for 16 h. At the end, the mixture was poured over ice and the precipitate was filtered, dried and crystallized from aqueous methanol to provide 6-chloro-7-hydroxy-2,2-dimethyl-2,3-dihydro-4H-chomen-4-one (8.7 g). The reactants are [BH4-], C1CCOC1, COc1cc(OC)c2oc(C=O)cc2c1, CCO, [Na+]. Yields the product COc1cc(OC)c2oc(CO)cc2c1. As a reaction SMILES: [BH4-:16].[CH2:18]1[O:19][CH2:20][CH2:21][CH2:22]1.[CH3:1][O:2][c:3]1[cH:4][c:5]([O:14][CH3:15])[c:6]2[c:7]([cH:8][c:9]([CH:11]=[O:12])[o:10]2)[cH:13]1.[CH3:23][CH2:24][OH:25].[Na+:17]>>[CH3:1][O:2][c:3]1[cH:4][c:5]([O:14][CH3:15])[c:6]2[c:7]([cH:8][c:9]([CH2:11][OH:12])[o:10]2)[cH:13]1. The reactants are O=C(NC1CCN(CC2CCCN3CCCCC23)CC1)c1cc2c(OCc3coc4cc(Cl)ccc34)cccc2[nH]1, Cl, Cl, Cl, Cl, Cl, NC1CCN(CCN2CCC(O)CC2)CC1. Product: O=C(NC1CCN(CCN2CCC(O)CC2)CC1)c1cc2c(OCc3coc4cc(Cl)ccc34)cccc2[nH]1. As a reaction SMILES: [CH:3]1([CH2:4][N:14]2[CH2:15][CH2:16][CH:17]([NH:20][C:21](=[O:22])[c:23]3[nH:24][c:25]4[cH:26][cH:27][cH:28][c:29]([O:32][CH2:33][c:34]5[cH:35][o:36][c:37]6[c:38]5[cH:39][cH:40][c:41]([Cl:43])[cH:42]6)[c:30]4[cH:31]3)[CH2:18][CH2:19]2)[CH:5]2[N:6]([CH2:7][CH2:8][CH2:9][CH2:10]2)[CH2:11][CH2:12][CH2:13]1.[ClH:1].[ClH:2].[ClH:44].[ClH:45].[ClH:46].[NH2:47][CH:48]1[CH2:49][CH2:50][N:51]([CH2:54][CH2:55][N:56]2[CH2:57][CH2:58][CH:59]([OH:62])[CH2:60][CH2:61]2)[CH2:52][CH2:53]1>>[N:14]1([CH2:54][CH2:55][N:56]2[CH2:57][CH2:58][CH:59]([OH:62])[CH2:60][CH2:61]2)[CH2:15][CH2:16][CH:17]([NH:20][C:21](=[O:22])[c:23]2[nH:24][c:25]3[cH:26][cH:27][cH:28][c:29]([O:32][CH2:33][c:34]4[cH:35][o:36][c:37]5[c:38]4[cH:39][cH:40][c:41]([Cl:43])[cH:42]5)[c:30]3[cH:31]2)[CH2:18][CH2:19]1.